Dataset: the Open Reaction Database (ORD), a public repository of structured organic reaction records. Task: describe an organic reaction: reactants, conditions, products, and yield Reactants: C(C(=O)Cl)(=O)Cl (oxalyl chloride), CN(C1=C(C(=O)O)C(=C(C(=C1F)F)F)F)C (2-(dimethylamino)-3,4,5,6-tetrafluoro-benzoic acid). Reagents/catalysts: CN(C)C=O (DMF). Run in ClCCl (dichloromethane). Conditions: time 21 hour. Yields the product CN(C1=C(C(=O)Cl)C(=C(C(=C1F)F)F)F)C (2-(Dimethylamino)-3,4,5,6-tetrafluorobenzoyl chloride). As a reaction SMILES: [CH3:1][N:2]([CH3:16])[C:3]1[C:11]([F:12])=[C:10]([F:13])[C:9]([F:14])=[C:8]([F:15])[C:4]=1[C:5](O)=[O:6].C(Cl)(=O)C([Cl:20])=O>CN(C=O)C.ClCCl>[CH3:1][N:2]([CH3:16])[C:3]1[C:11]([F:12])=[C:10]([F:13])[C:9]([F:14])=[C:8]([F:15])[C:4]=1[C:5]([Cl:20])=[O:6]. Procedure: To a suspension of 4.22 g (17.8 mmol) of 2-(dimethylamino)-3,4,5,6-tetrafluoro-benzoic acid and 85 ml of dichloromethane, added 1.7 ml (19.5 mmol) of oxalyl chloride. After the bubbling subsided, five drops of DMF was added and the solution was stirred at room temperature for 21 hours. The solution was evaporated to 4.8 g of an oil which was used in the next step without purification. Starting materials: C(C1=CC=C(C(=O)O)C=C1)(=O)O (Terephthalic acid), Cl.Cl.NC1=C(C=C(C(=C1)N)O)O (4,6-Diamino-1,3-benzenediol dihydrochloride), Cl.Cl.NC1=C(C=C(C(=C1)N)O)O (4,6-diamino-1,3-benzenediol dihydrochloride), C(C1=CC=C(C(=O)[O-])C=C1)(=O)[O-].[Na+].[Na+] (disodium terephthalate). The solvent is [OH-].[Na+] (sodium hydroxide), O (water). Yields the product NC1=C(C=C(C(=C1)N)O)O.C(C1=CC=C(C(=O)[O-])C=C1)(=O)[O-] (4,6-diamino-1,3-benzenediol terephtalate). RXN SMILES: Cl.Cl.[NH2:3][C:4]1[CH:9]=[C:8]([NH2:10])[C:7]([OH:11])=[CH:6][C:5]=1[OH:12].[C:13]([OH:24])(=[O:23])[C:14]1[CH:22]=[CH:21][C:17]([C:18]([OH:20])=[O:19])=[CH:16][CH:15]=1.C([O-])(=O)C1C=CC(C([O-])=O)=CC=1.[Na+].[Na+]>O.[OH-].[Na+]>[NH2:3][C:4]1[CH:9]=[C:8]([NH2:10])[C:7]([OH:11])=[CH:6][C:5]=1[OH:12].[C:13]([O-:24])(=[O:23])[C:14]1[CH:22]=[CH:21][C:17]([C:18]([O-:20])=[O:19])=[CH:16][CH:15]=1 |f:0.1.2,4.5.6,8.9,10.11|. Procedure: 4,6-Diamino-1,3-benzenediol dihydrochloride (350 g, 1.64 moles) was dissolved in water (1650 ml) deaerated with nitrogen. Terephthalic acid (265 g, 1.60 moles) was dissolved in 1M aqueous sodium hydroxide solution (3200 ml) and deaerated with nitrogen. The aqueous 4,6-diamino-1,3-benzenediol dihydrochloride solution was dropwise added to the aqueous disodium terephthalate solution over 10 minutes to form a white precipitate of 4,6-diamino-1,3-benzenediol/terephtalate. The reaction temperature wa... The product is FC1=CC=CC2=C(N(N=C12)CC(C)C)C1=C(C=C(C=C1)O)O (4-(7-fluoro-2-isobutyl-2H-indazole-3-yl)benzene-1,3-diol). As a reaction SMILES: C[O:2][C:3]1[CH:8]=[C:7]([O:9]C)[CH:6]=[CH:5][C:4]=1[C:11]1[N:12]([CH2:21][CH:22]([CH3:24])[CH3:23])[N:13]=[C:14]2[C:19]=1[CH:18]=[CH:17][CH:16]=[C:15]2[F:20].B(Br)(Br)Br.C1CCCCC=1>>[F:20][C:15]1[C:14]2[C:19](=[C:11]([C:4]3[CH:5]=[CH:6][C:7]([OH:9])=[CH:8][C:3]=3[OH:2])[N:12]([CH2:21][CH:22]([CH3:24])[CH3:23])[N:13]=2)[CH:18]=[CH:17][CH:16]=1. Reactants: COC1=C(C=CC(=C1)OC)C=1N(N=C2C(=CC=CC12)F)CC(C)C (3-(2,4-dimethoxyphenyl)-7-fluoro-2-isobutyl-2H-indazole), B(Br)(Br)Br (boron tribromide), C1=CCCCC1 (cyclohexene). Yield: 79.9%. Reported procedure: Prepared according to Method D step C from 3-(2,4-dimethoxyphenyl)-7-fluoro-2-isobutyl-2H-indazole (0.036 g, 0.1 mmol), boron tribromide (0.083 mL, 0.9 mmol) and 1.0 mL of cyclohexene to give the product (0.024 g) as a white solid. Starting materials: O=C1CN(CCN(C1)C(=O)OC(C)(C)C)C(=O)OC(C)(C)C (di-tert-butyl 6-oxo-1,4-diazepane-1,4-dicarboxylate), C[Mg]Br (methylmagnesium bromide), [Cl-].[NH4+] (ammonium chloride). Solvent: CCOC(=O)C (EtOAc), O (water), C1CCOC1 (THF). Run at time 16 hour. Product: OC1(CN(CCN(C1)C(=O)OC(C)(C)C)C(=O)OC(C)(C)C)C (di-tert-butyl 6-hydroxy-6-methyl-1,4-diazepane-1,4-dicarboxylate). The yield is 74.8%. Reaction SMILES: [O:1]=[C:2]1[CH2:8][N:7]([C:9]([O:11][C:12]([CH3:15])([CH3:14])[CH3:13])=[O:10])[CH2:6][CH2:5][N:4]([C:16]([O:18][C:19]([CH3:22])([CH3:21])[CH3:20])=[O:17])[CH2:3]1.[CH3:23][Mg]Br.[Cl-].[NH4+]>C1COCC1.CCOC(C)=O.O>[OH:1][C:2]1([CH3:23])[CH2:8][N:7]([C:9]([O:11][C:12]([CH3:13])([CH3:14])[CH3:15])=[O:10])[CH2:6][CH2:5][N:4]([C:16]([O:18][C:19]([CH3:22])([CH3:21])[CH3:20])=[O:17])[CH2:3]1 |f:2.3|. Reported procedure: To a cooled solution (ice water bath) of di-tert-butyl 6-oxo-1,4-diazepane-1,4-dicarboxylate (570 mg, 1.82 mmol) in THF (10 mL), was added dropwise a solution of methylmagnesium bromide (3 M in Et2O, 0.79 mL, 2.36 mmol). The mixture was allowed to warm to room temperature and stirred for 16 hr. Aqueous saturated ammonium chloride solution (5 mL) was added and the mixture diluted with EtOAc (30 mL) and water (30 mL). The layers were separated and the organic layer was passed through a phase separ... The reactants are ClC=1C=C(N)C=CC1Cl (3,4-dichloroaniline), O=C(C(=O)OCC(C)C)CC (iso-butyl 2-oxobutanoate). Product: C(C(C)C)OC(C(CC)NC1=CC(=C(C=C1)Cl)Cl)=O (2-[N-(3,4-dichlorophenyl)amino]butanoic acid iso-butyl ester). Reaction SMILES: [Cl:1][C:2]1[CH:3]=[C:4]([CH:6]=[CH:7][C:8]=1[Cl:9])[NH2:5].O=[C:11]([CH2:19][CH3:20])[C:12]([O:14][CH2:15][CH:16]([CH3:18])[CH3:17])=[O:13]>>[CH2:15]([O:14][C:12](=[O:13])[CH:11]([NH:5][C:4]1[CH:6]=[CH:7][C:8]([Cl:9])=[C:2]([Cl:1])[CH:3]=1)[CH2:19][CH3:20])[CH:16]([CH3:18])[CH3:17]. Reported procedure: Following General Procedure AA above and using 3,4-dichloroaniline (Aldrich) and iso-butyl 2-oxobutanoate (prepared by following General Procedure AO above using 2-oxobutyric acid (Aldrich) and iso-butanol), the title compound was prepared as an oil. The reaction was monitored by tlc on silica gel (Rf=0.3 in 25% EtOAc/hexanes) and purification was by preparative plate chromatography (silica gel using 25% EtOAc/hexanes as the eluant). Reactants: 23.5, [N+](=O)(O)[O-] (nitric acid), OS(=O)(=O)O.O=S(=O)=O (oleum), CN1N=CC=C1C(=O)O (1-methylpyrazole-5-carboxylic acid). Product: CN1N=CC(=C1C(=O)O)[N+](=O)[O-] (1-Methyl-4-nitropyrazole-5-carboxylic acid). RXN SMILES: [CH3:1][N:2]1[C:6]([C:7]([OH:9])=[O:8])=[CH:5][CH:4]=[N:3]1.[N+:10]([O-])([OH:12])=[O:11].OS(O)(=O)=O.O=S(=O)=O>>[CH3:1][N:2]1[C:6]([C:7]([OH:9])=[O:8])=[C:5]([N+:10]([O-:12])=[O:11])[CH:4]=[N:3]1 |f:2.3|. Procedure details: 18.8 g of 1-methylpyrazole-5-carboxylic acid (mp 227° to 228° C.) are stirred in a mixture consisting of 23.5 of 100% strength nitric acid and 17 ml of 25% strength oleum for 8 hours at from 55° to 60° C. and for 4.5 hours at from 70° to 75° C. The mixture is poured onto ice and extracted with 9:1 methylene chloride/ethanol. The extract is concentrated. This yields 27 g of 1-methyl-4-nitropyrazole-5-carboxylic acid, mp 162° to 164° C., with decomposition (from ethyl acetate). The reactants are CuBr, ClC1=C(C=C(C=C1)I)Cl (1,2-dichloro-4-iodobenzene), N1C=CC2=C(C=CC=C12)CN1CCC(CC1)C=1C=C(C=CC1)NC(C(C)C)=O (N-{3-[1-(1H-indol-4-ylmethyl)-4-piperidinyl]phenyl}-2-methylpropanamide). The product is ClC=1C=C(C=CC1Cl)N1C=CC2=C(C=CC=C12)CN1CCC(CC1)C=1C=C(C=CC1)NC(C(C)C)=O (N-[3-(1-{[1-(3,4-DICHLOROPHENYL)-1H-INDOL-4-YL]METHYL}-4-PIPERIDINYL)PHENYL]-2-METHYLPROPANAMIDE). RXN SMILES: [Cl:1][C:2]1[CH:7]=[CH:6][C:5](I)=[CH:4][C:3]=1[Cl:9].[NH:10]1[C:18]2[C:13](=[C:14]([CH2:19][N:20]3[CH2:25][CH2:24][CH:23]([C:26]4[CH:27]=[C:28]([NH:32][C:33](=[O:37])[CH:34]([CH3:36])[CH3:35])[CH:29]=[CH:30][CH:31]=4)[CH2:22][CH2:21]3)[CH:15]=[CH:16][CH:17]=2)[CH:12]=[CH:11]1>>[Cl:9][C:3]1[CH:4]=[C:5]([N:10]2[C:18]3[C:13](=[C:14]([CH2:19][N:20]4[CH2:25][CH2:24][CH:23]([C:26]5[CH:27]=[C:28]([NH:32][C:33](=[O:37])[CH:34]([CH3:35])[CH3:36])[CH:29]=[CH:30][CH:31]=5)[CH2:22][CH2:21]4)[CH:15]=[CH:16][CH:17]=3)[CH:12]=[CH:11]2)[CH:6]=[CH:7][C:2]=1[Cl:1]. Procedure details: Prepared by Procedure C and Scheme Q1, with CuBr in place of Cu, using 1,2-dichloro-4-iodobenzene and N-{3-[1-(1H-indol-4-ylmethyl)-4-piperidinyl]phenyl}-2-methylpropanamide: ESMS m/e: 520.0 (M+H)+.